Dataset: the Open Reaction Database (ORD), a public repository of structured organic reaction records. Task: describe an organic reaction: reactants, conditions, products, and yield Starting materials: CCCCCc1ccc(S(=O)(=O)NCCC(=O)O)cc1, Cl, CN(C)C=O, Nc1ccc(C(=O)O)cc1O. Yields the product CCCCCc1ccc(S(=O)(=O)NCCC(=O)Nc2ccc(C(=O)O)cc2O)cc1. As a reaction SMILES: [CH2:1]([CH2:2][CH2:3][CH2:4][CH3:5])[c:6]1[cH:7][cH:8][c:9]([S:12](=[O:13])(=[O:14])[NH:15][CH2:16][CH2:17][C:18](=[O:19])[OH:20])[cH:10][cH:11]1.[ClH:32].[O:33]=[CH:34][N:35]([CH3:36])[CH3:37].[OH:21][c:22]1[cH:23][c:24]([C:25](=[O:26])[OH:27])[cH:28][cH:29][c:30]1[NH2:31]>>[CH2:1]([CH2:2][CH2:3][CH2:4][CH3:5])[c:6]1[cH:7][cH:8][c:9]([S:12](=[O:13])(=[O:14])[NH:15][CH2:16][CH2:17][C:18](=[O:20])[NH:31][c:30]2[c:22]([OH:21])[cH:23][c:24]([C:25](=[O:26])[OH:27])[cH:28][cH:29]2)[cH:10][cH:11]1. Reactants: CC(Br)Br, [Li]CCCC, C1CCOC1, [Cl-], O=C1Cc2cccc(F)c2N1, [Li+]. Product: O=C1Nc2c(F)cccc2C12CC2. As a reaction SMILES: [Br:19][CH:20]([Br:21])[CH3:22].[CH2:14]([CH2:15][CH2:17][CH3:18])[Li:16].[CH2:23]1[O:24][CH2:25][CH2:26][CH2:27]1.[Cl-:13].[F:1][c:2]1[cH:3][cH:4][cH:5][c:6]2[c:10]1[NH:9][C:8](=[O:11])[CH2:7]2.[Li+:12]>>[F:1][c:2]1[cH:3][cH:4][cH:5][c:6]2[c:10]1[NH:9][C:8](=[O:11])[C:7]21[CH2:14][CH2:15]1. Reactants: N(=[N+]=[N-])C1=CC=C(C=C1)C(CBr)=O (1-(4-azidophenyl)-2-bromoethanone), NC(=S)N (thiourea), C(=O)(O)[O-].[Na+] (NaHCO3). The solvent is CCO (EtOH), O (water). Conditions: temperature 70 celsius, time 30 minute. The product is N(=[N+]=[N-])C1=CC=C(C=C1)C=1N=C(SC1)N (4-(4-azidophenyl)thiazol-2-amine). Reaction SMILES: [N:1]([C:4]1[CH:9]=[CH:8][C:7]([C:10](=O)[CH2:11]Br)=[CH:6][CH:5]=1)=[N+:2]=[N-:3].[NH2:14][C:15]([NH2:17])=[S:16].C([O-])(O)=O.[Na+]>CCO.O>[N:1]([C:4]1[CH:9]=[CH:8][C:7]([C:10]2[N:14]=[C:15]([NH2:17])[S:16][CH:11]=2)=[CH:6][CH:5]=1)=[N+:2]=[N-:3] |f:2.3|. Procedure: To a solution of 1-(4-azidophenyl)-2-bromoethanone (1.37 g, 5.71 mmol) in EtOH (15 mL) at room temperature was added thiourea (0.476 g, 6.25 mmol). The reaction mixture was heated to 70° C. for 3 d, poured into a solution of NaHCO3 (602 mg) in water (50 mL) and stirred for 30 min. The precipitate that formed was collected by filtration, washed with water, and dried under high vacuum to give 4-(4-azidophenyl)thiazol-2-amine. Starting materials: C(C)(=O)O (acetic acid), [H-].[Na+] (sodium hydride), O1CCCC1 (tetrahydrofuran), triethyl phosphonoacetate, C(C)(=O)C1=CC=C(C=C1)C1=CC=C(C=C1)CCCCCCC (4-acetyl-4′-n-heptylbiphenyl). Run at time 1 hour. The product is C(CCCCCC)C1=CC=C(C=C1)C1=CC=C(C=C1)/C(=C/C(=O)OCC)/C (Ethyl (E)-3-[4-(4-heptylphenyl)phenyl]-2-butenoate). Reaction SMILES: [H-].[Na+].[C:3]([C:6]1[CH:11]=[CH:10][C:9]([C:12]2[CH:17]=[CH:16][C:15]([CH2:18][CH2:19][CH2:20][CH2:21][CH2:22][CH2:23][CH3:24])=[CH:14][CH:13]=2)=[CH:8][CH:7]=1)(=O)[CH3:4].[C:25]([OH:28])(=[O:27])[CH3:26].O1CC[CH2:31][CH2:30]1>>[CH2:18]([C:15]1[CH:16]=[CH:17][C:12]([C:9]2[CH:10]=[CH:11][C:6](/[C:3](/[CH3:4])=[CH:26]/[C:25]([O:28][CH2:30][CH3:31])=[O:27])=[CH:7][CH:8]=2)=[CH:13][CH:14]=1)[CH2:19][CH2:20][CH2:21][CH2:22][CH2:23][CH3:24] |f:0.1|. Procedure: To a suspension of sodium hydride (60% in oil, 0.37 g) in tetrahydrofuran (40 ml) was added by portions 4-acetyl-4′-n-heptylbiphenyl (2.50 g) at ambient temperature. After stirring at ambient temperature for 1 hours, to the solution was added triethyl phosphonoacetate (1.9 ml) and the mixture was heated to reflux for 5 hours. After cooling to ambient temperature, to the mixture was added acetic acid (0.53 ml) and evaporated. The residue was taken up into a mixture of water and ethyl acetate. The...